describe an organic reaction: reactants, conditions, products, and yield From a dataset of the Open Reaction Database (ORD), a public repository of structured organic reaction records. Product: Cc1ccc(CO)cc1NC(=O)c1cccc([N+](=O)[O-])c1. Reaction SMILES: [CH2:32]1[O:33][CH2:34][CH2:35][CH2:36]1.[CH3:29][CH2:30][OH:31].[N+:17](=[O:18])([O-:19])[c:20]1[cH:21][c:22]([C:23](=[O:24])[Cl:25])[cH:26][cH:27][cH:28]1.[NH2:1][c:2]1[cH:3][c:4]([CH2:5][OH:6])[cH:7][cH:8][c:9]1[CH3:10].[cH:11]1[cH:12][cH:13][n:14][cH:15][cH:16]1>>[NH:1]([c:2]1[cH:3][c:4]([CH2:5][OH:6])[cH:7][cH:8][c:9]1[CH3:10])[C:23]([c:22]1[cH:21][c:20]([N+:17](=[O:18])[O-:19])[cH:28][cH:27][cH:26]1)=[O:24]. Reactants: C1CCOC1, CCO, O=C(Cl)c1cccc([N+](=O)[O-])c1, Cc1ccc(CO)cc1N, c1ccncc1. The reactants are C=CC1=CC=CC=C1 (styrene), [N+](=[N-])=CC(=O)OCC (ethyl diazoacetate). Reagents/catalysts: CC(=O)[O-].CC(=O)[O-].CC(=O)[O-].CC(=O)[O-].[Rh+2].[Rh+2] (rhodium(II) acetate dimer). Run in ClCCCl (1,2-dichloroethane), ClCCCl (1,2-dichloroethane). Run at time 19 hour. The product is C1(=CC=CC=C1)[C@H]1[C@@H](C1)C(=O)OCC (ethyl trans-2-phenylcyclopropanecarboxylate), C1(=CC=CC=C1)[C@@H]1[C@@H](C1)C(=O)OCC (ethyl cis-2-phenylcyclopropanecarboxylate). RXN SMILES: [CH2:1]=[CH:2][C:3]1[CH:8]=[CH:7][CH:6]=[CH:5][CH:4]=1.[N+](=[CH:11][C:12]([O:14][CH2:15][CH3:16])=[O:13])=[N-]>ClCCCl.CC([O-])=O.CC([O-])=O.CC([O-])=O.CC([O-])=O.[Rh+2].[Rh+2]>[C:3]1([C@@H:2]2[CH2:1][C@H:11]2[C:12]([O:14][CH2:15][CH3:16])=[O:13])[CH:8]=[CH:7][CH:6]=[CH:5][CH:4]=1.[C:3]1([C@H:2]2[CH2:1][C@H:11]2[C:12]([O:14][CH2:15][CH3:16])=[O:13])[CH:8]=[CH:7][CH:6]=[CH:5][CH:4]=1 |f:3.4.5.6.7.8|. Procedure details: To a suspension of styrene (3.00 g) and rhodium(II) acetate dimer (40.0 mg) in 1,2-dichloroethane (29.0 mL), a solution of ethyl diazoacetate (3.03 mL) in 1,2-dichloroethane (29.0 mL) was added over a period of 4 hours and the mixture was stirred at room temperature for 19 hours. The reaction mixture was concentrated under reduced pressure and purified by silica gel column chromatography (n-hexane:diethyl ether=20:1) to give ethyl trans-2-phenylcyclopropanecarboxylate as a colorless oil (2.42 g)... The reactants are BrCC(=O)C=1C=C(C=CC1)NC(OCC)=O (ethyl N-[3-(2-bromoacetyl)-phenyl]-carbamate), C(N)(=N)NC(=S)N (amidinothiourea). The solvent is C(C)O (ethanol). Product: Br.N(C(=N)N)C=1SC=C(N1)C=1C=C(C=CC1)NC(OCC)=O (Ethyl N-[3-(2-guanidino-4-thiazolyl)-phenyl]-carbamate hydrobromide). Isolated yield 94.9%. Reaction SMILES: [Br:1][CH2:2][C:3]([C:5]1[CH:6]=[C:7]([NH:11][C:12](=[O:16])[O:13][CH2:14][CH3:15])[CH:8]=[CH:9][CH:10]=1)=O.[C:17]([NH:20][C:21]([NH2:23])=[S:22])(=[NH:19])[NH2:18]>C(O)C>[BrH:1].[NH:20]([C:21]1[S:22][CH:2]=[C:3]([C:5]2[CH:6]=[C:7]([NH:11][C:12](=[O:16])[O:13][CH2:14][CH3:15])[CH:8]=[CH:9][CH:10]=2)[N:23]=1)[C:17]([NH2:19])=[NH:18] |f:3.4|. Procedure: A mixture of 17.17 gm of ethyl N-[3-(2-bromoacetyl)-phenyl]-carbamate, 7.1 gm of amidinothiourea and 45 ml of ethanol was refluxed for 4 hours and then cooled to room temperature. The precipitate formed thereby was filtered off and washed with cold ethanol, yielding 22 gm of the title compound, m.p. 240°-2° C. The reactants are CO, NC(c1ccccc1)c1ccccc1, ClCC1CO1. Yields the product OC1CN(C(c2ccccc2)c2ccccc2)C1. As a reaction SMILES: [CH3:20][OH:21].[CH:1]([c:2]1[cH:3][cH:4][cH:5][cH:6][cH:7]1)([c:8]1[cH:9][cH:10][cH:11][cH:12][cH:13]1)[NH2:14].[Cl:15][CH2:16][CH:17]1[CH2:18][O:19]1>>[CH:1]([c:2]1[cH:3][cH:4][cH:5][cH:6][cH:7]1)([c:8]1[cH:9][cH:10][cH:11][cH:12][cH:13]1)[N:14]1[CH2:16][CH:17]([OH:19])[CH2:18]1. Reactants: C(C)(C)(C)OC(=O)N1CC=C(CC1)C1=CC=C(C2=CC=CC=C12)N (tert-butyl-4-(4-aminonaphthalen-1-yl)-5,6-dihydropyridine-1(2H)-carboxylate). The reagents and catalysts are [Pd] (Pd—C). Run in CO (MeOH). Product: C(C)(C)(C)OC(=O)N1CCC(CC1)C1=CC=C(C2=CC=CC=C12)N (tert-butyl-4-(4-aminonaphthalen-1-yl)piperidine-1-carboxylate). As a reaction SMILES: [C:1]([O:5][C:6]([N:8]1[CH2:13][CH2:12][C:11]([C:14]2[C:23]3[C:18](=[CH:19][CH:20]=[CH:21][CH:22]=3)[C:17]([NH2:24])=[CH:16][CH:15]=2)=[CH:10][CH2:9]1)=[O:7])([CH3:4])([CH3:3])[CH3:2]>CO.[Pd]>[C:1]([O:5][C:6]([N:8]1[CH2:9][CH2:10][CH:11]([C:14]2[C:23]3[C:18](=[CH:19][CH:20]=[CH:21][CH:22]=3)[C:17]([NH2:24])=[CH:16][CH:15]=2)[CH2:12][CH2:13]1)=[O:7])([CH3:4])([CH3:2])[CH3:3]. Reported procedure: To a solution of tert-butyl-4-(4-aminonaphthalen-1-yl)-5,6-dihydropyridine-1(2H)-carboxylate in 50 mL of MeOH was added 10 wt % Pd—C (100 mg). The reaction was degassed to remove air and stirred under 1 atm. H2 until the starting material is consumed. The Pd—C was removed by filtration and the resulting solution was concentrated in vacuo to afford tert-butyl-4-(4-aminonaphthalen-1-yl)piperidine-1-carboxylate.